Dataset: the Open Reaction Database (ORD), a public repository of structured organic reaction records. Task: describe an organic reaction: reactants, conditions, products, and yield Reactants: ClCCl, O=C(Cl)C(=O)Cl, Cl, NC(=O)c1c(F)cccc1F. Yields the product O=C=NC(=O)c1c(F)cccc1F. As a reaction SMILES: [CH2:19]([Cl:20])[Cl:21].[Cl:12][C:13](=[O:14])[C:15]([Cl:16])=[O:17].[ClH:18].[F:1][c:2]1[c:3]([C:4](=[O:5])[NH2:6])[c:7]([F:11])[cH:8][cH:9][cH:10]1>>[F:1][c:2]1[c:3]([C:4](=[O:5])[N:6]=[C:13]=[O:14])[c:7]([F:11])[cH:8][cH:9][cH:10]1. The reactants are CC([Si](OCC(N/C(/NC(OCC1=CC=CC=C1)=O)=N/C(OCC1=CC=CC=C1)=O)C(F)(F)F)(C1=CC=CC=C1)C1=CC=CC=C1)(C)C ((Z)-benzyl 11,11-dimethyl-3-oxo-1,10,10-triphenyl-7-(trifluoromethyl)-2,9-dioxa-4,6-diaza-10-siladodecan-5-ylidenecarbamate), [H][H] (hydrogen), [H][H] (hydrogen). The reagents and catalysts are [OH-].[OH-].[Pd+2] (Pearlman's Catalyst). The solvent is CCO.C1CCOC1 (EtOH THF). Product: [Si](C1=CC=CC=C1)(C1=CC=CC=C1)(C(C)(C)C)OCC(C(F)(F)F)NC(=N)N (1-(3-(tert-butyldiphenylsilyloxy)-1,1,1-trifluoropropan-2-yl)guanidine). Yield: 100.0%. As a reaction SMILES: [CH3:1][C:2]([CH3:48])([CH3:47])[Si:3]([C:41]1[CH:46]=[CH:45][CH:44]=[CH:43][CH:42]=1)([C:35]1[CH:40]=[CH:39][CH:38]=[CH:37][CH:36]=1)[O:4][CH2:5][CH:6]([C:31]([F:34])([F:33])[F:32])[NH:7]/[C:8](=[N:20]/C(=O)OCC1C=CC=CC=1)/[NH:9]C(=O)OCC1C=CC=CC=1.[H][H]>CCO.C1COCC1.[OH-].[OH-].[Pd+2]>[Si:3]([O:4][CH2:5][CH:6]([NH:7][C:8]([NH2:20])=[NH:9])[C:31]([F:34])([F:33])[F:32])([C:2]([CH3:1])([CH3:47])[CH3:48])([C:41]1[CH:46]=[CH:45][CH:44]=[CH:43][CH:42]=1)[C:35]1[CH:40]=[CH:39][CH:38]=[CH:37][CH:36]=1 |f:2.3,4.5.6|. Procedure: To a stirred solution of 346 (210 mg, 0.310 mmol) in 95% EtOH/THF (5 mL, 1:1) was added Pearlman's Catalyst (21.8 mg, 0.0310 mmol). The suspension was put through a vacuum/purge cycle three times with hydrogen gas and then maintained under 1 atmosphere of hydrogen pressure overnight. The mixture was then filtered through GF/F filter paper with 95% ethanol and the filtrate was concentrated to afford 127 mg (100%) of 1-(3-(tert-butyldiphenylsilyloxy)-1,1,1-trifluoropropan-2-yl)guanidine (348) as a... The reactants are CC(O)c1cccc(NCC(=O)OC(C)(C)C)n1, Cl, C1COCCO1. Product: CNc1cccc(C(C)O)n1. RXN SMILES: [C:1]([O:2][C:3](=[O:4])[CH2:8][NH:9][c:10]1[cH:11][cH:12][cH:13][c:14]([CH:16]([CH3:17])[OH:18])[n:15]1)([CH3:5])([CH3:6])[CH3:7].[ClH:19].[O:20]1[CH2:21][CH2:22][O:23][CH2:24][CH2:25]1>>[CH3:8][NH:9][c:10]1[cH:11][cH:12][cH:13][c:14]([CH:16]([CH3:17])[OH:18])[n:15]1. Reactants: NCCC=1C=C(C=CC1)N1C(N(CC=2C1=NC(=NC2)NC2=CC=C(C=C2)OC)C2=C(C=CC=C2)Br)=O (1-[3-(2-aminoethyl)phenyl]-3-(2-bromophenyl)-7-(4-methoxyanilino)-3,4-dihydropyrimido[4,5-d]pyrimidin-2(1H)-one), Br (hydrobromic acid). Run at temperature 150 celsius. The product is Br.NCCC=1C=C(C=CC1)N1C(N(CC=2C1=NC(=NC2)NC2=CC=C(C=C2)O)C2=C(C=CC=C2)Br)=O (1-[3-(2-aminoethyl)phenyl]-3-(2-bromophenyl)-7-(4-hydroxyanilino)-3,4-dihydropyrimido[4,5-d]pyrimidin-2(1H)-one hydrobromide). Isolated yield 142.5%. Reaction SMILES: [NH2:1][CH2:2][CH2:3][C:4]1[CH:5]=[C:6]([N:10]2[C:15]3=[N:16][C:17]([NH:20][C:21]4[CH:26]=[CH:25][C:24]([O:27]C)=[CH:23][CH:22]=4)=[N:18][CH:19]=[C:14]3[CH2:13][N:12]([C:29]3[CH:34]=[CH:33][CH:32]=[CH:31][C:30]=3[Br:35])[C:11]2=[O:36])[CH:7]=[CH:8][CH:9]=1.Br>>[BrH:35].[NH2:1][CH2:2][CH2:3][C:4]1[CH:5]=[C:6]([N:10]2[C:15]3=[N:16][C:17]([NH:20][C:21]4[CH:26]=[CH:25][C:24]([OH:27])=[CH:23][CH:22]=4)=[N:18][CH:19]=[C:14]3[CH2:13][N:12]([C:29]3[CH:34]=[CH:33][CH:32]=[CH:31][C:30]=3[Br:35])[C:11]2=[O:36])[CH:7]=[CH:8][CH:9]=1 |f:2.3|. Reported procedure: 25 mg of 1-[3-(2-aminoethyl)phenyl]-3-(2-bromophenyl)-7-(4-methoxyanilino)-3,4-dihydropyrimido[4,5-d]pyrimidin-2(1H)-one (prepared in Example 59) was treated with 2 ml of 40% aqueous hydrobromic acid and the mixture heated at 150° C. for 2 hours. The mixture was cooled and evaporated. The residue was triturated with hexane to afford 20 mg (80%) of 1-[3-(2-aminoethyl)phenyl]-3-(2-bromophenyl)-7-(4-hydroxyanilino)-3,4-dihydropyrimido[4,5-d]pyrimidin-2(1H)-one hydrobromide as a white solid of melti... Reactants: S(O)(O)(=O)=O (sulfuric acid), FC(C1=CC=C(C=N1)CC(=O)O)(F)F ((6-trifluoromethylpyridin-3-yl)acetic acid), CO (methanol), 38A, C(C)O (ethanol). Yields the product C(C)OC(CC=1C=NC(=CC1)C(F)(F)F)=O ((6-Trifluoromethylpyridin-3-yl)-acetic acid ethyl ester). RXN SMILES: [F:1][C:2]([F:14])([F:13])[C:3]1[N:8]=[CH:7][C:6]([CH2:9][C:10]([OH:12])=[O:11])=[CH:5][CH:4]=1.CO.S(=O)(=O)(O)O.[CH2:22](O)[CH3:23]>>[CH2:22]([O:11][C:10](=[O:12])[CH2:9][C:6]1[CH:7]=[N:8][C:3]([C:2]([F:13])([F:1])[F:14])=[CH:4][CH:5]=1)[CH3:23]. Procedure: 4.23 g (20.6 mmol) (6-trifluoromethylpyridin-3-yl)acetic acid [obtainable from [6-trifluoromethyl)pyridin-3-yl]methanol analogously to the reaction sequence of Examples 37A, 38A and 41] are initially introduced into 200 ml ethanol under argon, 0.2 ml concentrated sulfuric acid are added and the mixture is heated under reflux for 5 h. After cooling, the reaction solution is concentrated, the residue is taken up in ethyl acetate and the mixture is washed with saturated sodium bicarbonate solution.... The reactants are CCOC(=O)c1c2c(n(C)c1-c1ccccc1C)-c1cc[n+](Cc3ccccc3)cc1CC2, C1CCOC1, CC(C)(C)[O-], CS(C)=O, [K+]. Yields the product CCOC(=O)c1c2c(n(C)c1-c1ccccc1C)-c1ccncc1CC2. As a reaction SMILES: [CH2:1]([c:2]1[cH:3][cH:4][cH:5][cH:6][cH:7]1)[n+:8]1[cH:9][c:10]2[c:15]([cH:16][cH:17]1)-[c:14]1[c:13]([c:20]([C:21](=[O:22])[O:23][CH2:24][CH3:25])[c:19](-[c:26]3[c:27]([CH3:32])[cH:28][cH:29][cH:30][cH:31]3)[n:18]1[CH3:33])[CH2:12][CH2:11]2.[CH2:44]1[O:45][CH2:46][CH2:47][CH2:48]1.[CH3:34][C:35]([CH3:36])([O-:37])[CH3:38].[CH3:40][S:41]([CH3:42])=[O:43].[K+:39]>>[n:8]1[cH:9][c:10]2[c:15]([cH:16][cH:17]1)-[c:14]1[c:13]([c:20]([C:21](=[O:22])[O:23][CH2:24][CH3:25])[c:19](-[c:26]3[c:27]([CH3:32])[cH:28][cH:29][cH:30][cH:31]3)[n:18]1[CH3:33])[CH2:12][CH2:11]2. Reactants: Cl (hydrochloric acid), 11, OC1=C(C=C(C=C1C(C)C1=CC=CC=C1)C)N1N=C2C(=[N+]1[O-])C=C(C=C2)Cl (2-(2-hydroxy-3-α-phenylethyl-5-methylphenyl)-6-chloro-benztriazole-1 oxide), [OH-].[Na+] (sodium hydroxide), O.NN (hydrazine hydrate). The solvent is O (water), COCCOCCOC (diethylene glycol dimethyl ether), O (water). Conditions: temperature 130 celsius. The product is OC1=C(C=C(C=C1C(C)C1=CC=CC=C1)C)N1N=C2C(=N1)C=CC(=C2)Cl (2-(2-hydroxy-3-α-phenylethyl-5-methylphenyl)-5-chloro-benztriazole). Yield: 94.5%. RXN SMILES: [OH:1][C:2]1[C:7]([CH:8]([C:10]2[CH:15]=[CH:14][CH:13]=[CH:12][CH:11]=2)[CH3:9])=[CH:6][C:5]([CH3:16])=[CH:4][C:3]=1[N:17]1[N+:21]([O-])=[C:20]2[CH:23]=[C:24]([Cl:27])[CH:25]=[CH:26][C:19]2=[N:18]1.[OH-].[Na+].O.NN.Cl>O.COCCOCCOC>[OH:1][C:2]1[C:7]([CH:8]([C:10]2[CH:11]=[CH:12][CH:13]=[CH:14][CH:15]=2)[CH3:9])=[CH:6][C:5]([CH3:16])=[CH:4][C:3]=1[N:17]1[N:18]=[C:19]2[CH:26]=[CH:25][C:24]([Cl:27])=[CH:23][C:20]2=[N:21]1 |f:1.2,3.4|. Procedure details: 152 g (0.4 mol) of 2-(2-hydroxy-3-α-phenylethyl-5-methylphenyl)-6-chloro-benztriazole-1 oxide and 17.6 g (0.44 mol) of sodium hydroxide are introduced into 327 g of diethylene glycol dimethyl ether and the mixture is heated to 130° C, a little water distilling off azeotropically with the solvent. Exactly 12.0 g (0.24 mol) of hydrazine hydrate are passed in under the surface of the solution over the course of 11/2 hours while keeping the temperature between 133° and 135° C. In the course thereof,...